From a dataset of the Open Reaction Database (ORD), a public repository of structured organic reaction records. describe an organic reaction: reactants, conditions, products, and yield As a reaction SMILES: [N+:1]([C:4]1[CH:12]=[CH:11][C:10]([Cl:13])=[CH:9][C:5]=1[C:6]([OH:8])=O)([O-:3])=[O:2].[NH:14]1[CH2:19][CH2:18][O:17][CH2:16][CH2:15]1>S(Cl)(Cl)=O.CC(C)=O>[N+:1]([C:4]1[CH:12]=[CH:11][C:10]([Cl:13])=[CH:9][C:5]=1[C:6]([N:14]1[CH2:19][CH2:18][O:17][CH2:16][CH2:15]1)=[O:8])([O-:3])=[O:2]. Procedure details: Dissolved in 20 ml of thionyl chloride were 5.0 g (24.8 mmol) of 2-nitro-5-chlorobenzoic acid, followed by heating for 1.5 hours under reflux. After the reaction, the reaction mixture was concentrated and the residue was dissolved in 10 ml of acetone. The thus-obtained solution was added dropwise to a solution of 4.7 ml (62 mmol) of morpholine in 20 ml of acetone, followed by stirring at room temperature for 2 hours. Subsequent to the reaction, the reaction mixture was concentrated and then extr... The solvent is S(=O)(Cl)Cl (thionyl chloride), CC(=O)C (acetone). The product is [N+](=O)([O-])C1=C(C(=O)N2CCOCC2)C=C(C=C1)Cl (N-(2-Nitro-5-chlorobenzoyl)morpholine), powder. The reactants are [N+](=O)([O-])C1=C(C(=O)O)C=C(C=C1)Cl (2-nitro-5-chlorobenzoic acid), N1CCOCC1 (morpholine). Yield: 84.0%. Run at time 2 hour.